Dataset: the Open Reaction Database (ORD), a public repository of structured organic reaction records. Task: describe an organic reaction: reactants, conditions, products, and yield Starting materials: C(=O)C1=CC=2C(CCC(C2C=C1CC=1SC=CC1)(C)C)(C)C (2-formyl-3-[(thiophene-2-yl)methyl]-5,5,8,8-tetramethyl-5,6,7,8-tetrahydronaphthalene), 44, ester, S1C(=CC=C1)CC=1C(=CC=2C(CCC(C2C1)(C)C)(C)C)/C=C/C1=CC=C(C(=O)OCC)C=C1 (ethyl (E)-4-{2-[3-((thiophene-2-yl)methyl)-5,5,8,8-tetramethyl-5,6,7,8-tetrahydro-naphthalen-2-yl]vinyl}benzoate). Product: CC1(C=2C=C(C(=CC2C(CC1)(C)C)/C=C/C1=CC=C(C(=O)O)C=C1)CC=1SC=CC1)C (4-[(E)-2-(5,5,8,8-tetramethyl-3-thiophen-2ylmethyl-5,6,7,8-tetrahydro-naphthalen-2-yl)vinyl]benzoic acid). The yield is 63.3%. RXN SMILES: C(C1C(CC2SC=CC=2)=CC2C(C)(C)CCC(C)(C)C=2C=1)=O.[S:23]1[CH:27]=[CH:26][CH:25]=[C:24]1[CH2:28][C:29]1[C:30](/[CH:43]=[CH:44]/[C:45]2[CH:55]=[CH:54][C:48]([C:49]([O:51]CC)=[O:50])=[CH:47][CH:46]=2)=[CH:31][C:32]2[C:33]([CH3:42])([CH3:41])[CH2:34][CH2:35][C:36]([CH3:40])([CH3:39])[C:37]=2[CH:38]=1>>[CH3:39][C:36]1([CH3:40])[CH2:35][CH2:34][C:33]([CH3:41])([CH3:42])[C:32]2[CH:31]=[C:30](/[CH:43]=[CH:44]/[C:45]3[CH:46]=[CH:47][C:48]([C:49]([OH:51])=[O:50])=[CH:54][CH:55]=3)[C:29]([CH2:28][C:24]3[S:23][CH:27]=[CH:26][CH:25]=3)=[CH:38][C:37]1=2. Procedure details: Horner-Emmons olefination (following the procedure of Example) of 2-formyl-3-[(thiophene-2-yl)methyl]-5,5,8,8-tetramethyl-5,6,7,8-tetrahydronaphthalene (94 mg, 0.3 mmol) followed by ester hydrolysis (following the procedure of Example) of ethyl (E)-4-{2-[3-((thiophene-2-yl)methyl)-5,5,8,8-tetramethyl-5,6,7,8-tetrahydro-naphthalen-2-yl]vinyl}benzoate (53 mg, 0.11 mmol) provides 4-[(E)-2-(5,5,8,8-tetramethyl-3-thiophen-2ylmethyl-5,6,7,8-tetrahydro-naphthalen-2-yl)vinyl]benzoic acid (30 mg, 63%) as... Reactants: CC([O-])=S, CC(C)=O, CS(=O)(=O)OC1CCSC1, [K+]. Yields the product CC(=O)SC1CCSC1. As a reaction SMILES: [C:11]([CH3:12])(=[S:13])[O-:14].[CH3:16][C:17](=[O:18])[CH3:19].[CH3:1][S:2]([O:3][CH:6]1[CH2:7][S:8][CH2:9][CH2:10]1)(=[O:4])=[O:5].[K+:15]>>[CH:6]1([S:13][C:11]([CH3:12])=[O:14])[CH2:7][S:8][CH2:9][CH2:10]1. Starting materials: COC(=O)c1c(Br)sc(Br)c1NC(=O)OCc1ccccc1, CCO, COc1cnc(B(O)O)cn1, [Na+], [Na+], O=C([O-])[O-], O, Cc1ccccc1. The product is COC(=O)c1c(-c2cnc(OC)cn2)sc(Br)c1NC(=O)OCc1ccccc1. RXN SMILES: [CH2:1]([c:2]1[cH:3][cH:4][cH:5][cH:6][cH:7]1)[O:8][C:9](=[O:10])[NH:11][c:12]1[c:13]([C:19](=[O:20])[O:21][CH3:22])[c:14]([Br:18])[s:15][c:16]1[Br:17].[CH2:42]([OH:43])[CH3:44].[CH3:23][O:24][c:25]1[n:26][cH:27][c:28]([B:31]([OH:32])[OH:33])[n:29][cH:30]1.[Na+:45].[Na+:46].[O-:47][C:48](=[O:49])[O-:50].[OH2:41].[c:34]1([CH3:35])[cH:36][cH:37][cH:38][cH:39][cH:40]1>>[CH2:1]([c:2]1[cH:3][cH:4][cH:5][cH:6][cH:7]1)[O:8][C:9](=[O:10])[NH:11][c:12]1[c:13]([C:19](=[O:20])[O:21][CH3:22])[c:14](-[c:28]2[cH:27][n:26][c:25]([O:24][CH3:23])[cH:30][n:29]2)[s:15][c:16]1[Br:17]. Reaction conditions: time 10 minute. As a reaction SMILES: [CH2:1]([C:4]1([CH3:19])[C:9]2[NH:10][C:11]3[CH:12]=[CH:13][C:14]([CH3:17])=[CH:15][C:16]=3[C:8]=2[CH2:7][N:6]([CH3:18])[CH2:5]1)[CH:2]=[CH2:3].[H-].[Na+].[CH3:22][C:23]1([C:26]2[CH:31]=[CH:30][N:29]=[CH:28][CH:27]=2)[CH2:25][O:24]1>CN(C=O)C>[CH2:1]([C:4]1([CH3:19])[C:9]2[N:10]([CH2:22][C:23]([C:26]3[CH:31]=[CH:30][N:29]=[CH:28][CH:27]=3)([OH:24])[CH3:25])[C:11]3[CH:12]=[CH:13][C:14]([CH3:17])=[CH:15][C:16]=3[C:8]=2[CH2:7][N:6]([CH3:18])[CH2:5]1)[CH:2]=[CH2:3] |f:1.2|. Isolated yield 46.1%. Procedure: 4-Allyl-2,4,8-trimethyl-2,3,4,5-tetrahydro-1H-pyrido[4,3-b]indole (1 g, 3.9 mmol) was dissolved in DMF (10 mL) and stirred for 10 min at RT. Sodium hydride (475 mg, 11.7 mmol) was added portionwise and stirring was continued for 15 min at RT. 4-(2-Methyl-oxiranyl)-pyridine (690 mg, 5.1 mmol) diluted in DMF was added dropwise at RT and the reaction mixture was further stirred for 16 h after which it was quenched with ice water and extracted with EtOAc (3×70 mL). The combined organic layer was was... The reactants are [H-].[Na+] (Sodium hydride), C(C=C)C1(CN(CC2=C1NC=1C=CC(=CC21)C)C)C (4-Allyl-2,4,8-trimethyl-2,3,4,5-tetrahydro-1H-pyrido[4,3-b]indole), CC1(OC1)C1=CC=NC=C1 (4-(2-Methyl-oxiranyl)-pyridine). The solvent is CN(C)C=O (DMF), CN(C)C=O (DMF). Product: C(C=C)C1(CN(CC2=C1N(C=1C=CC(=CC21)C)CC(C)(O)C2=CC=NC=C2)C)C (1-(4-allyl-2,4,8-trimethyl-1,2,3,4-tetrahydro-pyrido[4,3-b]indol-5-yl)-2-pyridin-4-yl-propan-2-ol). Reactants: CC(C)=O, CCCOCC(O)CCl, [Cr], O=[Cr](=O)=O, O, O=S(=O)(O)O. The product is CCCOCC(=O)CCl. Reaction SMILES: [CH3:20][C:21](=[O:22])[CH3:23].[Cl:11][CH2:12][CH:13]([CH2:14][O:15][CH2:16][CH2:17][CH3:18])[OH:19].[Cr:24].[O:1]=[Cr:2](=[O:3])=[O:4].[OH2:5].[S:6](=[O:7])(=[O:8])([OH:9])[OH:10]>>[Cl:11][CH2:12][C:13]([CH2:14][O:15][CH2:16][CH2:17][CH3:18])=[O:19].